This data is from the Open Reaction Database (ORD), a public repository of structured organic reaction records. The task is: describe an organic reaction: reactants, conditions, products, and yield Reactants: C(C#C)O (propargyl alcohol), C(C)(C)(C)OC(COC1=CC(=CC=C1)Br)=O ((3-bromophenoxy) acetic acid tert-butyl ester), [Cl-].[NH4+] (ammonium chloride). Reagents/catalysts: C=1C=CC(=CC1)[P](C=2C=CC=CC2)(C=3C=CC=CC3)[Pd]([P](C=4C=CC=CC4)(C=5C=CC=CC5)C=6C=CC=CC6)([P](C=7C=CC=CC7)(C=8C=CC=CC8)C=9C=CC=CC9)[P](C=1C=CC=CC1)(C=1C=CC=CC1)C=1C=CC=CC1 (Tetrakis(triphenylphosphine)palladium(0)). Run in N1CCCC1 (pyrrolidine). Run at temperature 77.5 celsius. Product: C(C)(C)(C)OC(COC1=CC(=CC=C1)C#CCO)=O ([3-(3-hydroxyprop-1-ynyl)phenoxy]acetic acid tert-butyl ester). Yield: 64.0%. RXN SMILES: [CH2:1]([OH:4])[C:2]#[CH:3].[C:5]([O:9][C:10](=[O:20])[CH2:11][O:12][C:13]1[CH:18]=[CH:17][CH:16]=[C:15](Br)[CH:14]=1)([CH3:8])([CH3:7])[CH3:6].[Cl-].[NH4+]>N1CCCC1.C1C=CC([P]([Pd]([P](C2C=CC=CC=2)(C2C=CC=CC=2)C2C=CC=CC=2)([P](C2C=CC=CC=2)(C2C=CC=CC=2)C2C=CC=CC=2)[P](C2C=CC=CC=2)(C2C=CC=CC=2)C2C=CC=CC=2)(C2C=CC=CC=2)C2C=CC=CC=2)=CC=1>[C:5]([O:9][C:10](=[O:20])[CH2:11][O:12][C:13]1[CH:18]=[CH:17][CH:16]=[C:15]([C:3]#[C:2][CH2:1][OH:4])[CH:14]=1)([CH3:8])([CH3:7])[CH3:6] |f:2.3,^1:31,33,52,71|. Reported procedure: Tetrakis(triphenylphosphine)palladium(0) (0.66 g, 0.57 mmol) and propargyl alcohol (1.34 mL, 22.97 mmol) were added to a solution of (3-bromophenoxy) acetic acid tert-butyl ester (3.3 g, 11.49 mmol) in pyrrolidine (35 mL) under an argon atmosphere at room temperature. The mixture was heated at 75-80° C. for 2.5 hours. Excess saturated ammonium chloride was added and the mixture was extracted with diethyl ether. The extract was washed with brine, dried over sodium sulfate, and concentrated to dry...